From a dataset of the Open Reaction Database (ORD), a public repository of structured organic reaction records. describe an organic reaction: reactants, conditions, products, and yield The reactants are CC1CCCCC1n1c(=O)[nH]c2cnc3[nH]ccc3c21, C1=C2CNCN2CCC1, BrCCCOc1ccccc1. Product: CC1CCCCC1n1c(=O)n(CCCOc2ccccc2)c2cnc3[nH]ccc3c21. As a reaction SMILES: [CH3:1][CH:2]1[CH:3]([n:8]2[c:9](=[O:20])[nH:10][c:11]3[c:12]2[c:13]2[c:14]([n:15][cH:16]3)[nH:17][cH:18][cH:19]2)[CH2:4][CH2:5][CH2:6][CH2:7]1.[N:32]12[CH2:33][NH:34][CH2:35][C:36]1=[CH:37][CH2:38][CH2:39][CH2:40]2.[c:21]1([O:27][CH2:28][CH2:29][CH2:30][Br:31])[cH:22][cH:23][cH:24][cH:25][cH:26]1>>[CH3:1][CH:2]1[CH:3]([n:8]2[c:9](=[O:20])[n:10]([CH2:30][CH2:29][CH2:28][O:27][c:21]3[cH:22][cH:23][cH:24][cH:25][cH:26]3)[c:11]3[c:12]2[c:13]2[c:14]([n:15][cH:16]3)[nH:17][cH:18][cH:19]2)[CH2:4][CH2:5][CH2:6][CH2:7]1.